Task: describe an organic reaction: reactants, conditions, products, and yield. Dataset: the Open Reaction Database (ORD), a public repository of structured organic reaction records Starting materials: Example 6 ( 1 ), [N+](=O)([O-])C1=C(CBr)C=CC=C1 (2-nitrobenzyl bromide), crude product, C(CC(=O)OCC)(=O)OCC (diethyl malonate). Yields the product [N+](=O)([O-])C1=C(CC(C(=O)OCC)C(=O)OCC)C=CC=C1 (diethyl 2-nitrobenzylmalonate). The yield is 74.8%. As a reaction SMILES: [C:1]([O:9][CH2:10][CH3:11])(=[O:8])[CH2:2][C:3]([O:5][CH2:6][CH3:7])=[O:4].[N+:12]([C:15]1[CH:22]=[CH:21][CH:20]=[CH:19][C:16]=1[CH2:17]Br)([O-:14])=[O:13]>>[N+:12]([C:15]1[CH:22]=[CH:21][CH:20]=[CH:19][C:16]=1[CH2:17][CH:2]([C:3]([O:5][CH2:6][CH3:7])=[O:4])[C:1]([O:9][CH2:10][CH3:11])=[O:8])([O-:14])=[O:13]. Reported procedure: In the same manner as in Example 6 (1), a crude product was obtained using diethyl malonate (10.1 g) and 2-nitrobenzyl bromide (13.6 g). This was purified by silica gel column chromatography to give the title compound (13.9 g) as an oil. The reactants are N1CCNCC1 (piperazine), BrC1=NC=CC=C1OC (2-bromo-3-methoxypyridine). Run in NaCO3. Yields the product COC=1C(=NC=CC1)N1CCNCC1 (1-(3-methoxy-2pyridinyl)piperazine). The yield is 82.0%. RXN SMILES: [NH:1]1[CH2:6][CH2:5][NH:4][CH2:3][CH2:2]1.Br[C:8]1[C:13]([O:14][CH3:15])=[CH:12][CH:11]=[CH:10][N:9]=1>>[CH3:15][O:14][C:13]1[C:8]([N:1]2[CH2:6][CH2:5][NH:4][CH2:3][CH2:2]2)=[N:9][CH:10]=[CH:11][CH:12]=1. Reported procedure: Anhydrous piperazine (45.6 g) and 2-bromo-3-methoxypyridine (10.0 g) were heated neat in an autoclave at 100° C. for 20 h. Upon cooling, the mixture was treated with 5% NaCO3 (20 mL) and extracted with CH2Cl2 (3×50 mL). The extracts were dried using anhydrous K2CO3, filtered, and concentrated under reduced pressure to yield 1-(3-methoxy-2pyridinyl)piperazine (III; 8.43 g; 82%) after silica gel chromatography (CH2Cl2/MeOH/NH4OH; 93:7:0.7). The reactants are CC1CCC(C(=O)N(c2cc(C3=CCCCC3)sc2C(=O)O)C2CCC(O)CC2)CC1, COC(=O)C(N=C=O)C(C)C, Cc1ccccc1, O. The product is COC(=O)C(NC(=O)OC1CCC(N(C(=O)C2CCC(C)CC2)c2cc(C3=CCCCC3)sc2C(=O)O)CC1)C(C)C. As a reaction SMILES: [C:1]1([c:7]2[cH:8][c:9]([N:15]([C:16](=[O:17])[CH:18]3[CH2:19][CH2:20][CH:21]([CH3:24])[CH2:22][CH2:23]3)[CH:25]3[CH2:26][CH2:27][CH:28]([OH:31])[CH2:29][CH2:30]3)[c:10]([C:12](=[O:13])[OH:14])[s:11]2)=[CH:2][CH2:3][CH2:4][CH2:5][CH2:6]1.[CH3:32][O:33][C:34]([CH:35]([CH:36]([CH3:37])[CH3:38])[N:39]=[C:40]=[O:41])=[O:42].[CH3:44][c:45]1[cH:46][cH:47][cH:48][cH:49][cH:50]1.[OH2:43]>>[C:1]1([c:7]2[cH:8][c:9]([N:15]([C:16](=[O:17])[CH:18]3[CH2:19][CH2:20][CH:21]([CH3:24])[CH2:22][CH2:23]3)[CH:25]3[CH2:26][CH2:27][CH:28]([O:31][C:40]([NH:39][CH:35]([C:34]([O:33][CH3:32])=[O:42])[CH:36]([CH3:37])[CH3:38])=[O:41])[CH2:29][CH2:30]3)[c:10]([C:12](=[O:13])[OH:14])[s:11]2)=[CH:2][CH2:3][CH2:4][CH2:5][CH2:6]1. The reactants are Cl.CN(CCCN=C=NCC)C (1-(3-dimethylaminopropyl)-3-ethylcarbodiimide hydrochloride), Cl.NCC1=C2C(N(C(C2=CC=C1)=O)C1C(NC(CC1)=O)=O)=O (4-aminomethyl-2-(2,6-dioxo-piperidin-3-yl)-isoindole-1,3-dione hydrochloride), FC=1C=C(C=CC1)CC(=O)O (3-fluorophenylacetic acid), N12CCCCCC2=NCCC1 (1,8-diazabicyclo[5.4.0]undec-7-ene). Solvent: CC#N (CH3CN). Reaction conditions: time 10 minute. The product is O=C1NC(CCC1N1C(C2=CC=CC(=C2C1=O)CNC(CC1=CC(=CC=C1)F)=O)=O)=O (N-[2-(2,6-dioxo-piperidin-3-yl)-1,3-dioxo-2,3-dihydro-1H-isoindol-4-ylmethyl]-2-(3-fluoro-phenyl)-acetamide). Yield: 67.6%. RXN SMILES: Cl.[NH2:2][CH2:3][C:4]1[CH:12]=[CH:11][CH:10]=[C:9]2[C:5]=1[C:6](=[O:22])[N:7]([CH:14]1[CH2:19][CH2:18][C:17](=[O:20])[NH:16][C:15]1=[O:21])[C:8]2=[O:13].N12CCCN=C1CCCCC2.[F:34][C:35]1[CH:36]=[C:37]([CH2:41][C:42](O)=[O:43])[CH:38]=[CH:39][CH:40]=1.Cl.CN(C)CCCN=C=NCC>CC#N>[O:21]=[C:15]1[CH:14]([N:7]2[C:6](=[O:22])[C:5]3[C:9](=[CH:10][CH:11]=[CH:12][C:4]=3[CH2:3][NH:2][C:42](=[O:43])[CH2:41][C:37]3[CH:38]=[CH:39][CH:40]=[C:35]([F:34])[CH:36]=3)[C:8]2=[O:13])[CH2:19][CH2:18][C:17](=[O:20])[NH:16]1 |f:0.1,4.5|. Procedure: To a stirred suspension of 4-aminomethyl-2-(2,6-dioxo-piperidin-3-yl)-isoindole-1,3-dione hydrochloride (0.70 g, 2.2 mmol) in CH3CN (60 ml), was added 1,8-diazabicyclo[5.4.0]undec-7-ene (0.82 g, 5.4 mmol). After stirring for 10 minutes, 1-hydroxybenzenetriazole (0.35 g, 2.6 mmol) and 3-fluorophenylacetic acid (0.37 g, 2.4 mmol) were added, followed by 1-(3-dimethylaminopropyl)-3-ethylcarbodiimide hydrochloride (0.62 g, 3.2 mmol). After stirring at room temperature overnight, the mixture was conc... Reactants: [Al+3], C1CCOC1, Cl, [H-], [H-], [H-], [H-], [Li+], O, COC(=O)Cc1coc2c(O)cccc12. Yields the product OCCc1coc2c(O)cccc12. RXN SMILES: [Al+3:17].[CH2:24]1[O:25][CH2:26][CH2:27][CH2:28]1.[ClH:22].[H-:16].[H-:19].[H-:20].[H-:21].[Li+:18].[OH2:23].[OH:1][c:2]1[cH:3][cH:4][cH:5][c:6]2[c:7]([CH2:11][C:12](=[O:13])[O:14][CH3:15])[cH:8][o:9][c:10]12>>[OH:1][c:2]1[cH:3][cH:4][cH:5][c:6]2[c:7]([CH2:11][CH2:12][OH:13])[cH:8][o:9][c:10]12. The reactants are C(#N)C=1C=CC=C2CCC(CC12)=O (8-Cyano-2-tetralone), Cl.CNC (dimethylamine hydrochloride), C(C)(=O)[O-].[Na+] (sodium acetate), C(#N)[BH3-].[Na+] (sodium cyanoborohydride), 3A, hydrochloride salt. Solvent: [OH-].[NH4+] (ammonium hydroxide), C(C)#N (acetonitrile). Conditions: time 4 hour. The product is CN(C1CC2=C(C=CC=C2CC1)C#N)C (2-Dimethylamino-8-cyano-1,2,3,4-tetrahydronaphthalene). Yield: 22.2%. Reaction SMILES: [C:1]([C:3]1[CH:4]=[CH:5][CH:6]=[C:7]2[C:12]=1[CH2:11][C:10](=O)[CH2:9][CH2:8]2)#[N:2].Cl.[CH3:15][NH:16][CH3:17].C([O-])(=O)C.[Na+].C([BH3-])#N.[Na+]>C(#N)C.[OH-].[NH4+]>[CH3:15][N:16]([CH3:17])[CH:10]1[CH2:9][CH2:8][C:7]2[C:12](=[C:3]([C:1]#[N:2])[CH:4]=[CH:5][CH:6]=2)[CH2:11]1 |f:1.2,3.4,5.6,8.9|. Procedure details: 8-Cyano-2-tetralone (2 gm, 11.7 mMol) in acetonitrile (30 mL) with dimethylamine hydrochloride (5.72 gm, 70 mMol), sodium acetate (5.76 gm, 70 mMol), sodium cyanoborohydride (520 mg, 8.2 mMol) and 3A molecular sieves (1.2 gm) were stirred together for 4 days at room temperature. The reaction mixture was then diluted with conc. ammonium hydroxide and stirred for 4 hours. This mixture was extracted with dichloromethane. The organic extracts were combined, dried over sodium sulfate and concentrated... The reactants are O=C(CC(=O)OCC)CC (ethyl 3-oxo-pentanoate), C1(=CC=CC=C1)NN (phenyl hydrazine), C1(CC1)C1=C(C=NN1C(C)C)C=O (5-cyclopropyl-1-isopropyl-1H-pyrazole-4-carbaldehyde). Product: C(C)C1=C(C=NN1C1=CC=CC=C1)C=O (5-Ethyl-1-phenyl-1H-pyrazole-4-carbaldehyde). As a reaction SMILES: O=[C:2]([CH2:9][CH3:10])[CH2:3][C:4]([O:6]CC)=O.C1(NN)C=CC=CC=1.[CH:19]1([C:22]2[N:26]([CH:27](C)C)[N:25]=[CH:24][C:23]=2C=O)[CH2:21][CH2:20]1>>[CH2:9]([C:2]1[N:25]([C:24]2[CH:20]=[CH:21][CH:19]=[CH:22][CH:23]=2)[N:26]=[CH:27][C:3]=1[CH:4]=[O:6])[CH3:10]. Procedure details: 5-Ethyl-1-phenyl-1H-pyrazole-4-carbaldehyde was prepared from ethyl 3-oxo-pentanoate and phenyl hydrazine in the same manner as 5-cyclopropyl-1-isopropyl-1H-pyrazole-4-carbaldehyde (Example 49). Reactants: C#Cc1cc(CNC(=O)C=Cc2ccc(C(F)(F)F)nc2N2CCCC2)cc(F)c1NS(C)(=O)=O, CO. Product: C#Cc1cc(CNC(=O)CCc2ccc(C(F)(F)F)nc2N2CCCC2)cc(F)c1NS(C)(=O)=O. RXN SMILES: [C:1](#[CH:2])[c:3]1[cH:4][c:5]([CH2:6][NH:7][C:8]([CH:9]=[CH:10][c:11]2[c:12]([N:21]3[CH2:22][CH2:23][CH2:24][CH2:25]3)[n:13][c:14]([C:17]([F:18])([F:19])[F:20])[cH:15][cH:16]2)=[O:26])[cH:27][c:28]([F:35])[c:29]1[NH:30][S:31](=[O:32])(=[O:33])[CH3:34].[CH3:36][OH:37]>>[C:1](#[CH:2])[c:3]1[cH:4][c:5]([CH2:6][NH:7][C:8]([CH2:9][CH2:10][c:11]2[c:12]([N:21]3[CH2:22][CH2:23][CH2:24][CH2:25]3)[n:13][c:14]([C:17]([F:18])([F:19])[F:20])[cH:15][cH:16]2)=[O:26])[cH:27][c:28]([F:35])[c:29]1[NH:30][S:31](=[O:32])(=[O:33])[CH3:34].